Dataset: the Open Reaction Database (ORD), a public repository of structured organic reaction records. Task: describe an organic reaction: reactants, conditions, products, and yield Reactants: C1CCNCC1, CCO, O=C1CNC(=O)N1, O=Cc1cnn2ccc(Nc3cccc(Cn4ccnc4)c3)nc12. Yields the product O=C1NC(=O)C(=Cc2cnn3ccc(Nc4cccc(Cn5ccnc5)c4)nc23)N1. RXN SMILES: [CH2:32]1[CH2:33][CH2:34][NH:35][CH2:36][CH2:37]1.[CH3:38][CH2:39][OH:40].[O:25]=[C:26]1[CH2:27][NH:28][C:29](=[O:30])[NH:31]1.[n:1]1([CH2:6][c:7]2[cH:8][c:9]([NH:13][c:14]3[n:15][c:16]4[n:17]([cH:18][cH:19]3)[n:20][cH:21][c:22]4[CH:23]=[O:24])[cH:10][cH:11][cH:12]2)[cH:2][n:3][cH:4][cH:5]1>>[n:1]1([CH2:6][c:7]2[cH:8][c:9]([NH:13][c:14]3[n:15][c:16]4[n:17]([cH:18][cH:19]3)[n:20][cH:21][c:22]4[CH:23]=[C:27]3[C:26](=[O:25])[NH:31][C:29](=[O:30])[NH:28]3)[cH:10][cH:11][cH:12]2)[cH:2][n:3][cH:4][cH:5]1.